Dataset: the Open Reaction Database (ORD), a public repository of structured organic reaction records. Task: describe an organic reaction: reactants, conditions, products, and yield The reactants are COC(=O)C=1C=C2C3(CC(NC2=CC1)C1=CC(=CC=C1)Br)CCCC3 (2′-(3-bromo-phenyl)-2′,3′-dihydro-1′H-spiro[cyclopentane-1,4′-quinoline]-6′-carboxylic acid methyl ester), N1CCOCC1 (morpholine), Cl.CN(CC(=O)O)C (N,N-dimethylglycine hydrochloride), C([O-])([O-])=O.[K+].[K+] (potassium carbonate). Reagents/catalysts: [Cu]I (copper(I) iodide). The solvent is CS(=O)C (dimethyl sulfoxide). Yields the product COC(=O)C=1C=C2C3(CC(NC2=CC1)C1=CC(=CC=C1)N1CCOCC1)CCCC3 (2′-(3-morpholinophenyl)-2′,3′-dihydro-1′H-spiro[cyclopentane-1,4′-quinoline]-6′-carboxylic acid methyl ester). Isolated yield 79.9%. Reaction SMILES: [CH3:1][O:2][C:3]([C:5]1[CH:6]=[C:7]2[C:12](=[CH:13][CH:14]=1)[NH:11][CH:10]([C:15]1[CH:20]=[CH:19][CH:18]=[C:17](Br)[CH:16]=1)[CH2:9][C:8]12[CH2:25][CH2:24][CH2:23][CH2:22]1)=[O:4].[NH:26]1[CH2:31][CH2:30][O:29][CH2:28][CH2:27]1.Cl.CN(C)CC(O)=O.C(=O)([O-])[O-].[K+].[K+]>CS(C)=O.[Cu]I>[CH3:1][O:2][C:3]([C:5]1[CH:6]=[C:7]2[C:12](=[CH:13][CH:14]=1)[NH:11][CH:10]([C:15]1[CH:20]=[CH:19][CH:18]=[C:17]([N:26]3[CH2:31][CH2:30][O:29][CH2:28][CH2:27]3)[CH:16]=1)[CH2:9][C:8]12[CH2:25][CH2:24][CH2:23][CH2:22]1)=[O:4] |f:2.3,4.5.6|. Reported procedure: A mixture solution of 2′-(3-bromo-phenyl)-2′,3′-dihydro-1′H-spiro[cyclopentane-1,4′-quinoline]-6′-carboxylic acid methyl ester (600 mg, 1.5 mmol), morpholine (2.6 mL, 29.4 mmol), copper(I) iodide (340 mg, 1.8 mmol), N,N-dimethylglycine hydrochloride (340 mg, 2.4 mmol), and potassium carbonate (1.2 g, 9.0 mmol) in dimethyl sulfoxide (6.5 mL) was stirred at 120° C. for 16 h. Then the reaction mixture was cooled to room temperature. The reaction mixture was extracted with ethyl acetate (200 mL×2), ... The reactants are CC1(OCC2=C1C=C(C=C2)OC2=CC=C(C=C2)[N+](=O)[O-])C (1,1-Dimethyl-6-(4-nitrophenoxy)-1,3-dihydro-2-benzofuran), CC1(OCC2=C1C=C(C=C2)OC2=CC=C(C=C2)[N+](=O)[O-])C (1,1-Dimethyl-6-(4-nitrophenoxy)-1,3-dihydro-2-benzofuran). The reagents and catalysts are [Pd] (Pd/C). Solvent: C(C)O (ethanol). Conditions: time 4 hour. The product is CC1(OCC2=C1C=C(C=C2)OC2=CC=C(N)C=C2)C (4-[(3,3-dimethyl-1,3-dihydro-2-benzofuran-5-yl)oxy]aniline). Isolated yield 32.0%. Reaction SMILES: [CH3:1][C:2]1([CH3:21])[C:6]2[CH:7]=[C:8]([O:11][C:12]3[CH:17]=[CH:16][C:15]([N+:18]([O-])=O)=[CH:14][CH:13]=3)[CH:9]=[CH:10][C:5]=2[CH2:4][O:3]1>C(O)C.[Pd]>[CH3:1][C:2]1([CH3:21])[C:6]2[CH:7]=[C:8]([O:11][C:12]3[CH:17]=[CH:16][C:15]([NH2:18])=[CH:14][CH:13]=3)[CH:9]=[CH:10][C:5]=2[CH2:4][O:3]1. Procedure: 1,1-Dimethyl-6-(4-nitrophenoxy)-1,3-dihydro-2-benzofuran (Intermediate 69, 280 mg, 0.98 mmol) was dissolved in ethanol (5 ml), 5% w/w Pd/C was added and the reaction mixture was stirred for 4 hours under hydrogen atmosphere (2 bar). The catalyst was filtered off and the solvent evaporated to dryness to afford a pale yellow solid, which was purified by re-slurry in Et2O, to afford the title compound (80 mg) as off-white solid. The reactants are CO, CN(c1ccccc1Cl)c1ccccc1[N+](=O)[O-], Cl[Cu]. Product: CN(c1ccccc1N)c1ccccc1Cl. Reaction SMILES: [CH3:19][OH:20].[Cl:1][c:2]1[c:3]([N:4]([c:5]2[c:6]([N+:11]([O-:12])=[O:13])[cH:7][cH:8][cH:9][cH:10]2)[CH3:14])[cH:15][cH:16][cH:17][cH:18]1.[Cu:21][Cl:22]>>[Cl:1][c:2]1[c:3]([N:4]([c:5]2[c:6]([NH2:11])[cH:7][cH:8][cH:9][cH:10]2)[CH3:14])[cH:15][cH:16][cH:17][cH:18]1.